Dataset: the Open Reaction Database (ORD), a public repository of structured organic reaction records. Task: describe an organic reaction: reactants, conditions, products, and yield Starting materials: CCN(C(C)C)C(C)C (DIPEA), FC(C=1C=C(C=C(C1)C(F)(F)F)C1=NN(C=N1)\C=C/C(=O)O)(F)F ((Z)-3-(3-(3,5-bis(trifluoromethyl)phenyl)-1H-1,2,4-triazol-1-yl)acrylic acid), CC1COCC(N1CC(=O)NN)C (2-(3,5-dimethylmorpholino)acetohydrazide), C(CC)P1(OP(OP(O1)(=O)CCC)(=O)CCC)=O (T3P). Run in C1CCOC1 (THF), O (water). Reaction conditions: time 2 hour. Product: FC(C=1C=C(C=C(C1)C(F)(F)F)C1=NN(C=N1)\C=C/C(=O)NNC(CN1C(COCC1C)C)=O)(F)F ((Z)-3-(3-(3,5-bis(trifluoromethyl)phenyl)-1H-1,2,4-triazol-1-yl)-N′-(2-(3,5-dimethylmorpholino)acetyl)acrylohydrazide). Isolated yield 6.8%. As a reaction SMILES: [F:1][C:2]([F:24])([F:23])[C:3]1[CH:4]=[C:5]([C:13]2[N:17]=[CH:16][N:15](/[CH:18]=[CH:19]\[C:20](O)=[O:21])[N:14]=2)[CH:6]=[C:7]([C:9]([F:12])([F:11])[F:10])[CH:8]=1.[CH3:25][CH:26]1[N:31]([CH2:32][C:33]([NH:35][NH2:36])=[O:34])[CH:30]([CH3:37])[CH2:29][O:28][CH2:27]1.C(P1(=O)OP(CCC)(=O)OP(CCC)(=O)O1)CC.CCN(C(C)C)C(C)C>C1COCC1.O>[F:24][C:2]([F:23])([F:1])[C:3]1[CH:4]=[C:5]([C:13]2[N:17]=[CH:16][N:15](/[CH:18]=[CH:19]\[C:20]([NH:36][NH:35][C:33](=[O:34])[CH2:32][N:31]3[CH:26]([CH3:25])[CH2:27][O:28][CH2:29][CH:30]3[CH3:37])=[O:21])[N:14]=2)[CH:6]=[C:7]([C:9]([F:12])([F:11])[F:10])[CH:8]=1. Procedure details: To the solution of (Z)-3-(3-(3,5-bis(trifluoromethyl)phenyl)-1H-1,2,4-triazol-1-yl)acrylic acid (0.2 g, 0.569 mmol) and 2-(3,5-dimethylmorpholino)acetohydrazide (0.106 g, 0.569 mmol) in THF (10 mL) were added T3P (0.543 g, 0.854 mmol) followed by DIPEA (0.110 g, 0.854 mmol) at −60° C. and stirred for 2 h. The reaction mixture was transferred into 25 mL iced-water and extracted with ethyl acetate (2×25 mL) and the combined organic layers was washed with brine, dried over anhydrous sodium sulphate... Reactants: CC(=O)O, CCN=C=NCCCN(C)C, CN1CCOCC1, ClCCl, On1nnc2ccccc21, Cc1oc(=O)oc1CO, CC(CO)(CC(Cc1ccc(-c2ccccc2)cc1)NC(=O)c1cnn[nH]1)C(=O)O. Yields the product Cc1oc(=O)oc1COC(=O)C(C)(CO)CC(Cc1ccc(-c2ccccc2)cc1)NC(=O)c1cnn[nH]1. Reaction SMILES: [C:71]([OH:72])(=[O:73])[CH3:74].[CH3:31][CH2:32][N:33]=[C:34]=[N:35][CH2:36][CH2:37][CH2:38][N:39]([CH3:40])[CH3:41].[CH3:61][N:62]1[CH2:63][CH2:64][O:65][CH2:66][CH2:67]1.[Cl:68][CH2:69][Cl:70].[OH:42][n:43]1[c:44]2[c:45]([cH:46][cH:47][cH:48][cH:49]2)[n:50][n:51]1.[OH:52][CH2:53][c:54]1[o:55][c:56](=[O:60])[o:57][c:58]1[CH3:59].[c:1]1(-[c:25]2[cH:26][cH:27][cH:28][cH:29][cH:30]2)[cH:2][cH:3][c:4]([CH2:7][CH:8]([CH2:9][C:10]([C:11](=[O:12])[OH:13])([CH3:14])[CH2:15][OH:16])[NH:17][C:18](=[O:19])[c:20]2[nH:21][n:22][n:23][cH:24]2)[cH:5][cH:6]1>>[c:1]1(-[c:25]2[cH:26][cH:27][cH:28][cH:29][cH:30]2)[cH:2][cH:3][c:4]([CH2:7][CH:8]([CH2:9][C:10]([C:11]([O:12][CH2:53][c:54]2[o:55][c:56](=[O:60])[o:57][c:58]2[CH3:59])=[O:13])([CH3:14])[CH2:15][OH:16])[NH:17][C:18](=[O:19])[c:20]2[nH:21][n:22][n:23][cH:24]2)[cH:5][cH:6]1. Starting materials: C1CCOC1, COC(=O)c1cc(O)cc(Oc2cnc(C(=O)N(C)C)cn2)c1, CC(O)COC(C)(C)C, c1ccc(P(c2ccccc2)c2ccccc2)cc1. Yields the product COC(=O)c1cc(Oc2cnc(C(=O)N(C)C)cn2)cc(OC(C)COC(C)(C)C)c1. Reaction SMILES: [CH2:52]1[O:53][CH2:54][CH2:55][CH2:56]1.[CH3:1][N:2]([C:3](=[O:4])[c:5]1[n:6][cH:7][c:8]([O:11][c:12]2[cH:13][c:14]([C:15](=[O:16])[O:17][CH3:18])[cH:19][c:20]([OH:22])[cH:21]2)[n:9][cH:10]1)[CH3:23].[CH3:43][C:44]([CH3:45])([CH3:46])[O:47][CH2:48][CH:49]([CH3:50])[OH:51].[c:24]1([P:25]([c:26]2[cH:27][cH:28][cH:29][cH:30][cH:31]2)[c:32]2[cH:33][cH:34][cH:35][cH:36][cH:37]2)[cH:38][cH:39][cH:40][cH:41][cH:42]1>>[CH3:1][N:2]([C:3](=[O:4])[c:5]1[n:6][cH:7][c:8]([O:11][c:12]2[cH:13][c:14]([C:15](=[O:16])[O:17][CH3:18])[cH:19][c:20]([O:22][CH:49]([CH2:48][O:47][C:44]([CH3:43])([CH3:45])[CH3:46])[CH3:50])[cH:21]2)[n:9][cH:10]1)[CH3:23]. The reactants are [Al+3], CCOCC, [H-], [H-], [H-], [H-], [Li+], [Na+], [OH-], O, O=C(O)CCCc1ccccc1. Yields the product OCCCCc1ccccc1. Reaction SMILES: [Al+3:2].[CH2:22]([O:23][CH2:24][CH3:25])[CH3:26].[H-:1].[H-:4].[H-:5].[H-:6].[Li+:3].[Na+:21].[OH-:20].[OH2:19].[c:7]1([CH2:13][CH2:14][CH2:15][C:16](=[O:17])[OH:18])[cH:8][cH:9][cH:10][cH:11][cH:12]1>>[c:7]1([CH2:13][CH2:14][CH2:15][CH2:16][OH:17])[cH:8][cH:9][cH:10][cH:11][cH:12]1. The reactants are CS(=O)(=O)O (methanesulfonic acid), C1(=CC=CC=C1)C (toluene), FC(C(C(=O)OCC)(CCC1=CC=C(C=C1)F)C(=O)OC(C)(C)C)F (ethyl 2-(difluoromethyl)-2-(t-butoxycarbonyl)-4-(p-fluorophenyl)butyrate), C1(=CC=CC=C1)C (toluene). Run in O (water). Run at time 4.5 hour. Yields the product F\C=C(\CO)/CCC1=CC=C(C=C1)F ((E)-2-(fluoromethylene)-4-(p-fluorophenyl)butan-1-ol). Reaction SMILES: CS(O)(=O)=O.C1(C)C=CC=CC=1.[F:13][CH:14](F)[C:15](C(OC(C)(C)C)=O)([CH2:21][CH2:22][C:23]1[CH:28]=[CH:27][C:26]([F:29])=[CH:25][CH:24]=1)[C:16](OCC)=[O:17]>O>[F:13]/[CH:14]=[C:15](\[CH2:21][CH2:22][C:23]1[CH:24]=[CH:25][C:26]([F:29])=[CH:27][CH:28]=1)/[CH2:16][OH:17]. Reported procedure: Add methanesulfonic acid (47.7 kg, 496 mol) to a toluene solution of ethyl 2-(difluoromethyl)-2-(t-butoxycarbonyl)-4-(p-fluorophenyl)butyrate as prepared in Example 3.1 at a temperature of 40° C.-50° C. After 3 to 6 hours, cool the reaction to ambient temperature. Add toluene (91 kg) and water (421 kg) and stir for 30 minutes. Separate the aqueous layer. Add to the organic layer a 20% by weight solution of sodium chloride in water (420 kg) and stir for 30 minutes. Separate the layers to give the... Yield: 79.0%. Reaction SMILES: [CH2:1]([C:3]1[CH:8]=[CH:7][CH:6]=[CH:5][C:4]=1[C:9]1[CH:14]=[CH:13][C:12]([C:15]([O:17][CH3:18])=[O:16])=[CH:11][C:10]=1[OH:19])[CH3:2].C(=O)([O-])[O-].[K+].[K+].[CH2:26](Br)[CH3:27]>C(#N)C>[CH2:26]([O:19][C:10]1[CH:11]=[C:12]([C:15]([O:17][CH3:18])=[O:16])[CH:13]=[CH:14][C:9]=1[C:4]1[CH:5]=[CH:6][CH:7]=[CH:8][C:3]=1[CH2:1][CH3:2])[CH3:27] |f:1.2.3|. Conditions: temperature 50 celsius. Run in C(C)#N (ACN). Yields the product C(C)OC1=C(C=CC(=C1)C(=O)OC)C1=C(C=CC=C1)CC (methyl 2-ethoxy-2′-ethylbiphenyl-4-carboxylate), oil. Reported procedure: To a stirred solution of methyl 2′-ethyl-2-hydroxybiphenyl-4-carboxylate (3.13 g, 12.2 mmol) in anhydrous ACN (45 mL) was added anhydrous potassium carbonate (5.05 g, 36.6 mmol) followed by ethyl bromide (4.5 mL, 61 mmol). The reaction mixture was heated at 50° C. for 15 hours, and then cooled to RT and filtered. The filtrate was concentrated under vacuum. The oil was taken up with MTBE, treated with activated charcoal, filtered through a Celite pad and concentrated. After purification by flash ... Reactants: C(C)C1=C(C=CC=C1)C1=C(C=C(C=C1)C(=O)OC)O (methyl 2′-ethyl-2-hydroxybiphenyl-4-carboxylate), C([O-])([O-])=O.[K+].[K+] (potassium carbonate), C(C)Br (ethyl bromide). Reactants: C(O)([O-])=O.[Na+] (sodium hydrogencarbonate), B(Br)(Br)Br (boron tribromide), COC=1C(=C2C=NNC2=CC1)C (5-methoxy-4-methyl-1H-indazole). Run in ClCCl (dichloromethane), ClCCl (dichloromethane). Run at time 1 hour. The product is CC1=C2C=NNC2=CC=C1O (4-methyl-1H-indazol-5-ol). Isolated yield 40.7%. As a reaction SMILES: B(Br)(Br)Br.C[O:6][C:7]1[C:8]([CH3:16])=[C:9]2[C:13](=[CH:14][CH:15]=1)[NH:12][N:11]=[CH:10]2.C(=O)([O-])O.[Na+]>ClCCl>[CH3:16][C:8]1[C:7]([OH:6])=[CH:15][CH:14]=[C:13]2[C:9]=1[CH:10]=[N:11][NH:12]2 |f:2.3|. Reported procedure: A solution of boron tribromide (0.513 ml, 5.43 mmol) in dichloromethane (5 ml) was added dropwise to a solution of the 5-methoxy-4-methyl-1H-indazole (400 mg, 2.47 mmol) obtained in Example 401 in dichloromethane (5 ml) at 0° C. After 1 hour, the reaction solution was poured onto ice (50 ml), adjusted to pH 4 to 5 with a saturated aqueous sodium hydrogencarbonate solution, and then extracted with chloroform (20 ml×2) and ethyl acetate (20 ml×2), and the organic layer was dried over anhydrous mag...